Task: describe an organic reaction: reactants, conditions, products, and yield. Dataset: the Open Reaction Database (ORD), a public repository of structured organic reaction records Starting materials: C1(CCC(=O)O1)=O (succinic anhydride), CN1[C@@H](C[C@H](C1=O)O)C2=CN=CC=C2 (trans-3'-hydroxycotinine), N1=CC=CC=C1 (pyridine). Solvent: CN(C=O)C (dimethylformamide). Run at time 8 hour. Yields the product CN1[C@@H](CCC1=O)C=2C=CC=NC2 (Cotinine). Reaction SMILES: [CH3:1][N:2]1[C:6](=[O:7])[C@H:5](O)[CH2:4][C@H:3]1[C:9]1[CH:14]=[CH:13][CH:12]=[N:11][CH:10]=1.C1(=O)OC(=O)CC1.N1C=CC=CC=1>CN(C)C=O>[CH3:1][N:2]1[C:6](=[O:7])[CH2:5][CH2:4][C@H:3]1[C:9]1[CH:14]=[CH:13][CH:12]=[N:11][CH:10]=1. Procedure details: Cotinine hemisuccinate was prepared by dissolving 19 mg of trans-3'-hydroxycotinine in 1 ml of dimethylformamide (Aldrich). 21 mg of succinic anhydride (Aldrich) were added, followed by 15 μl of pyridine (Aldrich). The mixture was incubated overnight at 45° C. Starting materials: CCCCCCN(Cc1ccc(C#Cc2ccc(CCCC)cc2)cc1)c1ccc2c(c1)C(=O)OC(C)(C)O2, CCO, Cl, [Na+], [OH-], O. The product is CCCCCCN(Cc1ccc(C#Cc2ccc(CCCC)cc2)cc1)c1ccc(O)c(C(=O)O)c1, Cl. RXN SMILES: [CH2:1]([CH2:2][CH2:3][CH3:4])[c:5]1[cH:6][cH:7][c:8]([C:11]#[C:12][c:13]2[cH:14][cH:15][c:16]([CH2:17][N:18]([c:19]3[cH:20][c:21]4[c:22]([cH:30][cH:31]3)[O:23][C:24]([CH3:28])([CH3:29])[O:25][C:26]4=[O:27])[CH2:32][CH2:33][CH2:34][CH2:35][CH2:36][CH3:37])[cH:38][cH:39]2)[cH:9][cH:10]1.[CH3:43][CH2:44][OH:45].[ClH:42].[Na+:41].[OH-:40].[OH2:46]>>[CH2:1]([CH2:2][CH2:3][CH3:4])[c:5]1[cH:6][cH:7][c:8]([C:11]#[C:12][c:13]2[cH:14][cH:15][c:16]([CH2:17][N:18]([c:19]3[cH:20][c:21]([C:26](=[O:25])[OH:27])[c:22]([OH:23])[cH:30][cH:31]3)[CH2:32][CH2:33][CH2:34][CH2:35][CH2:36][CH3:37])[cH:38][cH:39]2)[cH:9][cH:10]1.[ClH:42]. Reactants: solution, Cl (hydrogen chloride), C1(CCCCC1)OC(=O)C=1N=C(SC1)C1CCN(CC1)C(=O)OC(C)(C)C (tert-butyl 4-{4-[(cyclohexyloxy)carbonyl]-1,3-thiazol-2-yl}piperidine-1-carboxylate). The solvent is C(C)OCC (diethyl ether), O1CCOCC1 (dioxane). Conditions: temperature 0 celsius. The product is [Cl-].C1(CCCCC1)OC(=O)C=1N=C(SC1)C1CC[NH2+]CC1 (4-{4-[(Cyclohexyloxy)carbonyl]-1,3-thiazol-2-yl}piperidinium chloride). As a reaction SMILES: [ClH:1].[CH:2]1([O:8][C:9]([C:11]2[N:12]=[C:13]([CH:16]3[CH2:21][CH2:20][N:19](C(OC(C)(C)C)=O)[CH2:18][CH2:17]3)[S:14][CH:15]=2)=[O:10])[CH2:7][CH2:6][CH2:5][CH2:4][CH2:3]1>C(OCC)C.O1CCOCC1>[Cl-:1].[CH:2]1([O:8][C:9]([C:11]2[N:12]=[C:13]([CH:16]3[CH2:17][CH2:18][NH2+:19][CH2:20][CH2:21]3)[S:14][CH:15]=2)=[O:10])[CH2:7][CH2:6][CH2:5][CH2:4][CH2:3]1 |f:4.5|. Procedure: Under argon and at 0° C., a 2-molar solution of hydrogen chloride in diethyl ether (50 ml) is added dropwise to a solution of tert-butyl 4-{4-[(cyclohexyloxy)carbonyl]-1,3-thiazol-2-yl}piperidine-1-carboxylate (IX-1, 2.63 g) in dioxane (20 ml). The reaction mixture is stirred at 0° C. and then slowly warmed to room temperature. After stirring overnight, the solvent and excess hydrogen chloride are removed. This gives 4-{4-[(cyclohexyloxy)carbonyl]-1,3-thiazol-2-yl}piperidinium chloride (2.19 g, ... The reactants are solution, S1SC(CC1)CCCCCN1C(C2=CC=CC=C2C1=O)=O (2-[5-(1,2-dithiolan-3-yl)pentyl]isoindoline-1,3-dione), Cl.C(C1=CN=CC=C1)(=O)Cl (nicotinoyl chloride hydrochloride). Run in CO (methanol), C1(=CC=CC=C1)C (toluene), C(C)N(CC)CC (triethylamine), O1CCCC1 (tetrahydrofuran), C(CCC)N (butylamine). Yields the product S1SC(CC1)CCCCCNC(C1=CN=CC=C1)=O (N-[5-(1,2-Dithiolan-3-yl)pentyl]nicotinamide). Yield: 32.9%. As a reaction SMILES: [S:1]1[CH2:5][CH2:4][CH:3]([CH2:6][CH2:7][CH2:8][CH2:9][CH2:10][N:11]2C(=O)[C:18]3[C:13](=[CH:14]C=[CH:16][CH:17]=3)[C:12]2=[O:21])[S:2]1.Cl.C(Cl)(=O)C1C=CC=[N:26]C=1>C1(C)C=CC=CC=1.CO.C(N)CCC.O1CCCC1.C(N(CC)CC)C>[S:1]1[CH2:5][CH2:4][CH:3]([CH2:6][CH2:7][CH2:8][CH2:9][CH2:10][NH:11][C:12](=[O:21])[C:13]2[CH:18]=[CH:17][CH:16]=[N:26][CH:14]=2)[S:2]1 |f:1.2|. Reported procedure: The reaction was carried out as described in Example 100, but using 3 ml of a solution of 1.6 mmol of 2-[5-(1,2-dithiolan-3-yl)pentyl]isoindoline-1,3-dione (prepared as described in Example 58) in toluene, 2 ml of methanol, 2 ml of butylamine, 5 ml of anhydrous tetrahydrofuran, 0.33 ml of triethylamine and 427 mg of nicotinoyl chloride hydrochloride. The solvent was removed from the reaction mixture by evaporation under reduced pressure, and water was added to the residue, after which it was ext... Reactants: C1CCOC1, CCOC(C)=O, [Na+], O=C([O-])O, O, O=[N+]([O-])c1cnc(-n2cnc3ccccc32)nc1NC1CCC(O)CC1. Yields the product Nc1cnc(-n2cnc3ccccc32)nc1NC1CCC(O)CC1. As a reaction SMILES: [CH2:32]1[O:33][CH2:34][CH2:35][CH2:36]1.[CH3:38][CH2:39][O:40][C:41]([CH3:42])=[O:43].[Na+:31].[O-:27][C:28]([OH:29])=[O:30].[OH2:37].[n:1]1(-[c:10]2[n:11][cH:12][c:13]([N+:24]([O-:25])=[O:26])[c:14]([NH:16][CH:17]3[CH2:18][CH2:19][CH:20]([OH:23])[CH2:21][CH2:22]3)[n:15]2)[cH:2][n:3][c:4]2[c:5]1[cH:6][cH:7][cH:8][cH:9]2>>[n:1]1(-[c:10]2[n:11][cH:12][c:13]([NH2:24])[c:14]([NH:16][CH:17]3[CH2:18][CH2:19][CH:20]([OH:23])[CH2:21][CH2:22]3)[n:15]2)[cH:2][n:3][c:4]2[c:5]1[cH:6][cH:7][cH:8][cH:9]2. The reactants are FC1=C(C=CC(=C1)C)N1CCNCC1 (1-(2-Fluoro-4-methyl-phenyl)-piperazine), N1(CCOCC1)C1=C(C(=O)Cl)C=C(C=C1)[N+](=O)[O-] (2-morpholin-4-yl-5-nitro-benzoyl chloride). Product: FC1=C(C=CC(=C1)C)N1CCN(CC1)C(=O)C1=C(C=CC(=C1)[N+](=O)[O-])N1CCOCC1 ([4-(2-Fluoro-4-methyl-phenyl)-piperazin-1-yl]-(2-morpholin-4-yl-5-nitro-phenyl)-methanone). Yield: 70.0%. Reaction SMILES: [F:1][C:2]1[CH:7]=[C:6]([CH3:8])[CH:5]=[CH:4][C:3]=1[N:9]1[CH2:14][CH2:13][NH:12][CH2:11][CH2:10]1.[N:15]1([C:21]2[CH:29]=[CH:28][C:27]([N+:30]([O-:32])=[O:31])=[CH:26][C:22]=2[C:23](Cl)=[O:24])[CH2:20][CH2:19][O:18][CH2:17][CH2:16]1>>[F:1][C:2]1[CH:7]=[C:6]([CH3:8])[CH:5]=[CH:4][C:3]=1[N:9]1[CH2:10][CH2:11][N:12]([C:23]([C:22]2[CH:26]=[C:27]([N+:30]([O-:32])=[O:31])[CH:28]=[CH:29][C:21]=2[N:15]2[CH2:20][CH2:19][O:18][CH2:17][CH2:16]2)=[O:24])[CH2:13][CH2:14]1. Reported procedure: Title compound was prepared according to procedure described in example 46 from 1-(2-Fluoro-4-methyl-phenyl)-piperazine and 2-morpholin-4-yl-5-nitro-benzoyl chloride (70% yield, yellow oil, MS (m/e): 429.2 (M+H+, 100%). The reactants are ice, O-Benzotriazol-1-yl-N,N,N′N′-tetramethyluronium tetrafluoroborate, C(C)(C)N(CC)C(C)C (diisopropylethylamine), FC1=C(C=C(C=C1)CC1=NNC(C2=CC=CC=C12)=O)NC(=O)CC(C(=O)O)CC=CCCC (2-{[2-fluoro-5-(4-oxo-3,4-dihydrophthalazin-1-ylmethyl)phenylcarbamoyl]methyl}oct-4-enoic acid). Solvent: CN(C=O)C (dimethylformamide). Run at time 48 hour. Product: FC1=C(C=C(C=C1)CC1=NNC(C2=CC=CC=C12)=O)N1C(C(CC1=O)CC=CCCC)=O (1-[2-fluoro-5-(4-oxo-3,4-dihydrophthalazin-1-ylmethyl)phenyl]-3-hex-2-enylpyrrolidine-2,5-dione). Yield: 60.8%. RXN SMILES: C(N(C(C)C)CC)(C)C.[F:10][C:11]1[CH:16]=[CH:15][C:14]([CH2:17][C:18]2[C:27]3[C:22](=[CH:23][CH:24]=[CH:25][CH:26]=3)[C:21](=[O:28])[NH:20][N:19]=2)=[CH:13][C:12]=1[NH:29][C:30]([CH2:32][CH:33]([CH2:37][CH:38]=[CH:39][CH2:40][CH2:41][CH3:42])[C:34]([OH:36])=O)=[O:31]>CN(C)C=O>[F:10][C:11]1[CH:16]=[CH:15][C:14]([CH2:17][C:18]2[C:27]3[C:22](=[CH:23][CH:24]=[CH:25][CH:26]=3)[C:21](=[O:28])[NH:20][N:19]=2)=[CH:13][C:12]=1[N:29]1[C:30](=[O:31])[CH2:32][CH:33]([CH2:37][CH:38]=[CH:39][CH2:40][CH2:41][CH3:42])[C:34]1=[O:36]. Reported procedure: O-Benzotriazol-1-yl-N,N,N′N′-tetramethyluronium tetrafluoroborate (0.047 g, 0.15 mmol) and diisopropylethylamine (0.043 g, 0.25 mmol) were added sequentially at ambient temperature to a stirred solution 2-{[2-fluoro-5-(4-oxo-3,4-dihydrophthalazin-1-ylmethyl)phenylcarbamoyl]methyl}oct-4-enoic acid (0.051 g, 0.11 mmol) in dimethylformamide (2 ml), the mixture was stirred at ambient temperature for 48 hours, then it was added dropwise to ice-cold water (10 ml). The resulting solid was collected by ... The reactants are FC(C(C(F)(F)F)(O)C=1C=C(CN2CCN(CC2)C(=O)C2=CC=C(C=C2)[N+](=O)[O-])C=CC1)(F)F ((4-(3-(1,1,1,3,3,3-Hexafluoro-2-hydroxypropan-2-yl)benzyl)piperazin-1-yl)(4-nitrophenyl)methanone), Cl (hydrochloric acid). Reagents/catalysts: [Fe] (iron). The solvent is C(C)(C)O (isopropanol). Yields the product NC1=CC=C(C=C1)C(=O)N1CCN(CC1)CC1=CC(=CC=C1)C(C(F)(F)F)(C(F)(F)F)O ((4-Aminophenyl)(4-(3-(1,1,1,3,3,3-hexafluoro-2-hydroxypropan-2-yl)benzyl)piperazin-1-yl)methanone). Isolated yield 76.7%. RXN SMILES: [F:1][C:2]([F:34])([F:33])[C:3]([C:9]1[CH:10]=[C:11]([CH:30]=[CH:31][CH:32]=1)[CH2:12][N:13]1[CH2:18][CH2:17][N:16]([C:19]([C:21]2[CH:26]=[CH:25][C:24]([N+:27]([O-])=O)=[CH:23][CH:22]=2)=[O:20])[CH2:15][CH2:14]1)([OH:8])[C:4]([F:7])([F:6])[F:5].Cl>[Fe].C(O)(C)C>[NH2:27][C:24]1[CH:25]=[CH:26][C:21]([C:19]([N:16]2[CH2:17][CH2:18][N:13]([CH2:12][C:11]3[CH:30]=[CH:31][CH:32]=[C:9]([C:3]([OH:8])([C:2]([F:34])([F:33])[F:1])[C:4]([F:5])([F:6])[F:7])[CH:10]=3)[CH2:14][CH2:15]2)=[O:20])=[CH:22][CH:23]=1. Procedure: (4-(3-(1,1,1,3,3,3-Hexafluoro-2-hydroxypropan-2-yl)benzyl)piperazin-1-yl)(4-nitrophenyl)methanone (180 mg, 0.37 mmol), iron powder (205 mg, 3.66 mmol), 1 M hydrochloric acid (549 μL, 0.55 mmol) and isopropanol (10 mL) were stirred together, at ambient temperature, for 2 hours before being filtered and concentrated under vacuum. The residue was treated with strong cation exchange column chromatography and purified by silica chromatography (eluting with a solvent gradient from dichloromethane to 4...